From a dataset of the Open Reaction Database (ORD), a public repository of structured organic reaction records. describe an organic reaction: reactants, conditions, products, and yield Procedure details: From 2-chlorobenzoic acid and 2-(2-methylpyrimidin-5-yl)-2-(pyridin-4-yl)ethanamine. LCMS (MH+): m/z=353.1, tR (minutes, Method F)=1.62 The reactants are ClC1=C(C(=O)O)C=CC=C1 (2-chlorobenzoic acid), CC1=NC=C(C=N1)C(CN)C1=CC=NC=C1 (2-(2-methylpyrimidin-5-yl)-2-(pyridin-4-yl)ethanamine). RXN SMILES: [Cl:1][C:2]1[CH:10]=[CH:9][CH:8]=[CH:7][C:3]=1[C:4]([OH:6])=O.[CH3:11][C:12]1[N:17]=[CH:16][C:15]([CH:18]([C:21]2[CH:26]=[CH:25][N:24]=[CH:23][CH:22]=2)[CH2:19][NH2:20])=[CH:14][N:13]=1>>[Cl:1][C:2]1[CH:10]=[CH:9][CH:8]=[CH:7][C:3]=1[C:4]([NH:20][CH2:19][CH:18]([C:15]1[CH:16]=[N:17][C:12]([CH3:11])=[N:13][CH:14]=1)[C:21]1[CH:22]=[CH:23][N:24]=[CH:25][CH:26]=1)=[O:6]. The product is ClC1=C(C(=O)NCC(C2=CC=NC=C2)C=2C=NC(=NC2)C)C=CC=C1 (2-chloro-N-(2-(2-methylpyrimidin-5-yl)-2-(pyridin-4-yl)ethyl)benzamide). Reactants: O=C([O-])[O-], C[SiH](C)OCC12CC(OC(=O)c3ccccc3)C(C(C)(C)C)C1CC(=O)O2, CO, Cl, [K+], [K+]. The product is C[SiH](C)OCC12CC(O)C(C(C)(C)C)C1CC(=O)O2. Reaction SMILES: [C:1](=[O:2])([O-:3])[O-:4].[C:7]([CH3:8])([CH3:9])([CH3:10])[CH:11]1[CH:12]2[CH2:13][C:14](=[O:33])[O:15][C:16]2([CH2:28][O:29][SiH:30]([CH3:31])[CH3:32])[CH2:17][CH:18]1[O:19][C:20](=[O:21])[c:22]1[cH:23][cH:24][cH:25][cH:26][cH:27]1.[CH3:35][OH:36].[ClH:34].[K+:5].[K+:6]>>[C:7]([CH3:8])([CH3:9])([CH3:10])[CH:11]1[CH:12]2[CH2:13][C:14](=[O:33])[O:15][C:16]2([CH2:28][O:29][SiH:30]([CH3:31])[CH3:32])[CH2:17][CH:18]1[OH:19]. Reactants: C1CCOC1, CCOCC, Cc1cccc(C)c1Nc1nc2ccccc2[nH]1, CC#N, Clc1ccnc(Cl)n1, ClCCl, Cl, [H-], [Na+], [Na+], O=C([O-])O. Yields the product Cc1cccc(C)c1N(c1ccnc(Cl)n1)c1nc2ccccc2[nH]1. As a reaction SMILES: [CH2:35]1[O:36][CH2:37][CH2:38][CH2:39]1.[CH3:30][CH2:31][O:32][CH2:33][CH3:34].[CH3:3][c:4]1[c:5]([NH:11][c:12]2[n:13][c:14]3[c:15]([nH:16]2)[cH:17][cH:18][cH:19][cH:20]3)[c:6]([CH3:10])[cH:7][cH:8][cH:9]1.[CH3:48][C:49]#[N:50].[Cl:21][c:22]1[n:23][cH:24][cH:25][c:26]([Cl:28])[n:27]1.[Cl:40][CH2:41][Cl:42].[ClH:29].[H-:2].[Na+:1].[Na+:47].[O-:43][C:44]([OH:45])=[O:46]>>[CH3:3][c:4]1[c:5]([N:11]([c:12]2[nH:13][c:14]3[c:15]([n:16]2)[cH:17][cH:18][cH:19][cH:20]3)[c:26]2[cH:25][cH:24][n:23][c:22]([Cl:21])[n:27]2)[c:6]([CH3:10])[cH:7][cH:8][cH:9]1. Reactants: C[N+]1(CCOCC1)[O-] (N-methylmorpholine N-oxide), O (water), C1=CCCCCCC1 (Cyclooctene). Reagents/catalysts: [Os](=O)(=O)(=O)=O (osmium tetroxide). Run in C(C)#N (acetonitrile). Reaction conditions: temperature 45 celsius, time 21 hour. The product is [C@@H]1([C@H](CCCCCC1)O)O (cis-1,2-Cyclooctanediol). Reaction SMILES: [CH:1]1CC[CH2:6][CH2:5][CH2:4][CH2:3][CH:2]=1.C[N+]1([O-])[CH2:15][CH2:14][O:13]CC1.[OH2:17]>C(#N)C.[Os](=O)(=O)(=O)=O>[C@@H:14]1([OH:13])[CH2:15][CH2:6][CH2:5][CH2:4][CH2:3][CH2:2][C@@H:1]1[OH:17]. Procedure: Cyclooctene (4.41 g) was dissolved in acetonitrile (45 ml) and water (15 ml), and to the solution N-methylmorpholine N-oxide (5.15 g) and microcapsulated osmium tetroxide (1 g, containing 10% osmium tetroxide) were added, and the mixture was stirred at 40 to 50° C. for 21 hours. Insoluble microcapsulated osmium tetroxide was removed by filtration, and was washed with acetonitrile, and the filtrate was concentrated under reduced pressure. The residue was purified by flash column chromatography on... Starting materials: CC1([C@@H]([C@@H]1\C=C(/C(OC)=O)\Br)C(=O)OC(C)(C)C)C (tert.-butyl (1R,cis) 2,2-dimethyl-3(E)-[2-bromo-3-oxo-3-methoxy-propenyl]-cyclopropane-1-carboxylate), O.C1(=CC=C(C=C1)S(=O)(=O)O)C (p-toluene sulfonic acid monohydrate). Run in C1(=CC=CC=C1)C (toluene). Conditions: temperature 0 celsius. Yields the product CC1([C@@H]([C@@H]1\C=C(/C(OC)=O)\Br)C(=O)O)C ((1R,cis) 2,2-dimethyl-3(E)-[2-bromo-3-oxo-3-methoxy-propenyl]-cyclopropane-1-carboxylic acid). Yield: 99.0%. As a reaction SMILES: [CH3:1][C:2]1([CH3:19])[C@@H:4](/[CH:5]=[C:6](/[Br:11])\[C:7](=[O:10])[O:8][CH3:9])[C@H:3]1[C:12]([O:14]C(C)(C)C)=[O:13].O.C1(C)C=CC(S(O)(=O)=O)=CC=1>C1(C)C=CC=CC=1>[CH3:1][C:2]1([CH3:19])[C@@H:4](/[CH:5]=[C:6](/[Br:11])\[C:7](=[O:10])[O:8][CH3:9])[C@H:3]1[C:12]([OH:14])=[O:13] |f:1.2|. Reported procedure: A solution of 3.4 g of the product of Step A, 30 ml of toluene, 0.35 g of p-toluene sulfonic acid monohydrate was refluxed until gas evolution ceased and was then cooled to 0° C. and was filtered. The filter was washed with cold toluene and the filtrate was evaporated to dryness at 40° C. under reduced pressure to obtain 2.8 g of (1R,cis) 2,2-dimethyl-3(E)-[2-bromo-3-oxo-3-methoxy-propenyl]-cyclopropane-1-carboxylic acid.